describe an organic reaction: reactants, conditions, products, and yield From a dataset of the Open Reaction Database (ORD), a public repository of structured organic reaction records. The reactants are ClC=1SC2=C(N1)C=CC(=C2)F (2-Chloro-6-fluoro-benzothiazole), FC(C(=O)O)(F)F.N1CC(CC1)COC1=C(C=CC=C1)NS(=O)(=O)C1=NC=CC=C1 (N-(2-(pyrrolidin-3-ylmethoxy)phenyl)pyridine-2-sulfonamide trifluoroacetate). Product: FC1=CC2=C(N=C(S2)N2CC(CC2)COC2=C(C=CC=C2)NS(=O)(=O)C2=NC=CC=C2)C=C1 (N-(2-((1-(6-fluorobenzo[d]thiazol-2-yl)pyrrolidin-3-yl)methoxy)phenyl)pyridine-2-sulfonamide). RXN SMILES: Cl[C:2]1[S:3][C:4]2[CH:10]=[C:9]([F:11])[CH:8]=[CH:7][C:5]=2[N:6]=1.FC(F)(F)C(O)=O.[NH:19]1[CH2:23][CH2:22][CH:21]([CH2:24][O:25][C:26]2[CH:31]=[CH:30][CH:29]=[CH:28][C:27]=2[NH:32][S:33]([C:36]2[CH:41]=[CH:40][CH:39]=[CH:38][N:37]=2)(=[O:35])=[O:34])[CH2:20]1>>[F:11][C:9]1[CH:8]=[CH:7][C:5]2[N:6]=[C:2]([N:19]3[CH2:23][CH2:22][CH:21]([CH2:24][O:25][C:26]4[CH:31]=[CH:30][CH:29]=[CH:28][C:27]=4[NH:32][S:33]([C:36]4[CH:41]=[CH:40][CH:39]=[CH:38][N:37]=4)(=[O:34])=[O:35])[CH2:20]3)[S:3][C:4]=2[CH:10]=1 |f:1.2|. Reported procedure: Compound 29 is prepared using synthesis method 3 using intermediates 2a and 6b (yield: 76%). Procedure details: The title is prepared by reacting 4-[2-(3-methyl-butyl)-phenyl]-3-oxo-piperazine-1-carboxylic acid tert-butyl ester with 2-(dibenzylamino)-3-(3,5-difluorophenyl)-propanal essentially as described in Preparation 41. Yields the product C(C)(C)(C)OC(=O)N1[C@H](C(N(CC1)C1=C(C=CC=C1)CCC(C)C)=O)[C@H]([C@H](CC1=CC(=CC(=C1)F)F)N)O (2-(S)-[2-(S)-Amino-3-(3,5-difluoro-phenyl)-1-(S)-hydroxy-propyl]-4-[2-(3-methyl -butyl)-phenyl]-3-oxo-piperazine-1-carboxylic acid tert-butyl ester). Reactants: C(C)(C)(C)OC(=O)N1CC(N(CC1)C1=C(C=CC=C1)CCC(C)C)=O (4-[2-(3-methyl-butyl)-phenyl]-3-oxo-piperazine-1-carboxylic acid tert-butyl ester), C(C1=CC=CC=C1)N(C(C=O)CC1=CC(=CC(=C1)F)F)CC1=CC=CC=C1 (2-(dibenzylamino)-3-(3,5-difluorophenyl)-propanal). Reaction SMILES: [C:1]([O:5][C:6]([N:8]1[CH2:13][CH2:12][N:11]([C:14]2[CH:19]=[CH:18][CH:17]=[CH:16][C:15]=2[CH2:20][CH2:21][CH:22]([CH3:24])[CH3:23])[C:10](=[O:25])[CH2:9]1)=[O:7])([CH3:4])([CH3:3])[CH3:2].C([N:33](CC1C=CC=CC=1)[CH:34]([CH2:37][C:38]1[CH:43]=[C:42]([F:44])[CH:41]=[C:40]([F:45])[CH:39]=1)[CH:35]=[O:36])C1C=CC=CC=1>>[C:1]([O:5][C:6]([N:8]1[CH2:13][CH2:12][N:11]([C:14]2[CH:19]=[CH:18][CH:17]=[CH:16][C:15]=2[CH2:20][CH2:21][CH:22]([CH3:23])[CH3:24])[C:10](=[O:25])[C@@H:9]1[C@@H:35]([OH:36])[C@@H:34]([NH2:33])[CH2:37][C:38]1[CH:39]=[C:40]([F:45])[CH:41]=[C:42]([F:44])[CH:43]=1)=[O:7])([CH3:4])([CH3:3])[CH3:2]. The reactants are ClC1=CC=C(C=C1)C(=N)CC=O ((p-chlorophenyl)formimidoylacetaldehyde), Cl (hydrochloric acid), C(C)O (ethanol), NC(=O)N (urea), Cl (hydrochloric acid), C(C)O (ethanol). The product is ClC1=CC=C(C=C1)C=1C=NC(=NC1)O (5-(p-Chlorophenyl)-2-pyrimidinol). RXN SMILES: [Cl:1][C:2]1[CH:7]=[CH:6][C:5]([C:8]([CH2:10]C=O)=N)=[CH:4][CH:3]=1.[NH2:13][C:14]([NH2:16])=[O:15].Cl.[CH2:18](O)C>>[Cl:1][C:2]1[CH:3]=[CH:4][C:5]([C:8]2[CH:10]=[N:13][C:14]([OH:15])=[N:16][CH:18]=2)=[CH:6][CH:7]=1. Reported procedure: A mixture of 20.0 g. of (p-chlorophenyl)formimidoylacetaldehyde and 5.0 g. of urea is heated under reflux in 50 ml. of ethanol and 10 ml. of concentrated hydrochloric acid for 5 hours. The reaction mixture is worked up as described in Example 4 and the product is crystallized from ethanol to give 13.0 g. of a solid. The solid in 260 ml. of ethanol and 13 ml. of concentrated hydrochloric acid is heated under reflux for 16 hours. The reaction mixture is cooled and the material which is separated i...